Dataset: the Open Reaction Database (ORD), a public repository of structured organic reaction records. Task: describe an organic reaction: reactants, conditions, products, and yield Starting materials: C(C1=CC=CC=C1)N1C(C2=CC=C(C=C2CC1=O)[N+](=O)[O-])=O (2-Benzyl-6-nitro-4H-isoquinoline-1,3-dione), [OH-].[Na+] (sodium hydroxide), [BH4-].[Na+] (sodium borohydride), B(F)(F)F.CCOCC (boron trifluoride etherate). As a reaction SMILES: [BH4-].[Na+].B(F)(F)F.CCOCC.[CH2:12]([N:19]1[C:28](=O)[CH2:27][C:26]2[C:21](=[CH:22][CH:23]=[C:24]([N+:30]([O-:32])=[O:31])[CH:25]=2)[C:20]1=O)[C:13]1[CH:18]=[CH:17][CH:16]=[CH:15][CH:14]=1.[OH-].[Na+]>C1COCC1>[CH2:12]([N:19]1[CH2:28][CH2:27][C:26]2[C:21](=[CH:22][CH:23]=[C:24]([N+:30]([O-:32])=[O:31])[CH:25]=2)[CH2:20]1)[C:13]1[CH:14]=[CH:15][CH:16]=[CH:17][CH:18]=1 |f:0.1,2.3,5.6|. The product is C(C1=CC=CC=C1)N1CC2=CC=C(C=C2CC1)[N+](=O)[O-] (2-Benzyl-6-nitro-1,2,3,4-tetrahydroisoquinoline). Solvent: C1CCOC1 (THF), C1CCOC1 (THF). Reported procedure: To a suspension of sodium borohydride (2.13 g, 56.2 mmole) in THF (56 mL) at 0° C. was added boron trifluoride etherate (9 mL, 73 mmole) dropwise. After stirring the contents for 1 hr., dione (16) (5.0 g, 16.9 mmole) in THF (150 mL) was added at 0° C. over a period of 1.5 hr. The contents were warmed to 25° C. for 30 min. and then refluxed for 16 hr. The completed reaction was cooled to 0° C. and cautiously quenched with aqueous 1N sodium hydroxide (75 mL, 75 mmole) while maintaining the tempera... Yield: 104.3%. Reaction conditions: temperature 25 celsius, time 1 hour. Reactants: CC(C)(C)C(=O)Cl, ClCCl, CCc1nc(N)sc1-c1nc(Nc2cc(Cl)ccc2OC)sc1C. Yields the product CCc1nc(NC(=O)C(C)(C)C)sc1-c1nc(Nc2cc(Cl)ccc2OC)sc1C. Reaction SMILES: [C:25]([C:26]([CH3:27])([CH3:28])[CH3:29])(=[O:30])[Cl:31].[Cl:32][CH2:33][Cl:34].[NH2:1][c:2]1[s:3][c:4](-[c:9]2[n:10][c:11]([NH:15][c:16]3[c:17]([O:23][CH3:24])[cH:18][cH:19][c:20]([Cl:22])[cH:21]3)[s:12][c:13]2[CH3:14])[c:5]([CH2:7][CH3:8])[n:6]1>>[NH:1]([c:2]1[s:3][c:4](-[c:9]2[n:10][c:11]([NH:15][c:16]3[c:17]([O:23][CH3:24])[cH:18][cH:19][c:20]([Cl:22])[cH:21]3)[s:12][c:13]2[CH3:14])[c:5]([CH2:7][CH3:8])[n:6]1)[C:25]([C:26]([CH3:27])([CH3:28])[CH3:29])=[O:30]. Product: Cl.Cl.C(C)NCC1CNCCO1 (2-(ethylaminomethyl)morpholine dihydrochloride). As a reaction SMILES: [Cl:1][CH2:2][CH:3]1[O:8][CH2:7][CH2:6][N:5](CC2C=CC=CC=2)[CH2:4]1.[CH2:16]([NH:23]CC)[C:17]1C=CC=CC=1>>[ClH:1].[ClH:1].[CH2:16]([NH:23][CH2:2][CH:3]1[O:8][CH2:7][CH2:6][NH:5][CH2:4]1)[CH3:17] |f:2.3.4|. The reactants are ClCC1CN(CCO1)CC1=CC=CC=C1 (2-chloromethyl-4-benzylmorpholine), C(C1=CC=CC=C1)NCC (N-benzyl-N-ethylamine). Procedure: By the use of 2-chloromethyl-4-benzylmorpholine and N-benzyl-N-ethylamine, the reaction is similarly carried out as Reference example 2 to give 2-(ethylaminomethyl)morpholine dihydrochloride as white crystals, melting at 222°-223° C. Reactants: C, CC1(O)OC(=CO)C(OC(=O)c2ccccc2)C(OC(=O)c2ccccc2)C1F, CO, [Pd]. Product: CC1OC(C)(O)C(F)C(OC(=O)c2ccccc2)C1OC(=O)c1ccccc1. As a reaction SMILES: [C:32].[CH3:1][C:2]1([OH:3])[CH:4]([F:29])[CH:5]([O:6][C:7]([c:8]2[cH:9][cH:10][cH:11][cH:12][cH:13]2)=[O:14])[CH:15]([O:16][C:17]([c:18]2[cH:19][cH:20][cH:21][cH:22][cH:23]2)=[O:24])[C:25](=[CH:27][OH:28])[O:26]1.[CH3:30][OH:31].[Pd:33]>>[CH3:1][C:2]1([OH:3])[CH:4]([F:29])[CH:5]([O:6][C:7]([c:8]2[cH:9][cH:10][cH:11][cH:12][cH:13]2)=[O:14])[CH:15]([O:16][C:17]([c:18]2[cH:19][cH:20][cH:21][cH:22][cH:23]2)=[O:24])[CH:25]([CH3:27])[O:26]1. Starting materials: COc1cc2c(Oc3cc(C)c(C)nc3-c3ccc(C)cn3)ccnc2cc1OCc1ccccc1, CS(=O)(=O)O, O=C(O)C(F)(F)F. The product is COc1cc2c(Oc3cc(C)c(C)nc3-c3ccc(C)cn3)ccnc2cc1O. RXN SMILES: [CH2:1]([c:2]1[cH:3][cH:4][cH:5][cH:6][cH:7]1)[O:8][c:9]1[c:10]([O:35][CH3:36])[cH:11][c:12]2[c:13]([O:19][c:20]3[c:21](-[c:28]4[n:29][cH:30][c:31]([CH3:34])[cH:32][cH:33]4)[n:22][c:23]([CH3:27])[c:24]([CH3:26])[cH:25]3)[cH:14][cH:15][n:16][c:17]2[cH:18]1.[CH3:37][S:38](=[O:39])(=[O:40])[OH:41].[OH:42][C:43]([C:44]([F:45])([F:46])[F:47])=[O:48]>>[OH:8][c:9]1[c:10]([O:35][CH3:36])[cH:11][c:12]2[c:13]([O:19][c:20]3[c:21](-[c:28]4[n:29][cH:30][c:31]([CH3:34])[cH:32][cH:33]4)[n:22][c:23]([CH3:27])[c:24]([CH3:26])[cH:25]3)[cH:14][cH:15][n:16][c:17]2[cH:18]1.